describe an organic reaction: reactants, conditions, products, and yield From a dataset of the Open Reaction Database (ORD), a public repository of structured organic reaction records. Reactants: N#Cc1ccc2[nH]ccc2c1, CC(=O)O, O, c1ccncc1. Yields the product O=Cc1ccc2[nH]ccc2c1. As a reaction SMILES: [C:1](#[N:2])[c:3]1[cH:4][c:5]2[cH:6][cH:7][nH:8][c:9]2[cH:10][cH:11]1.[CH3:12][C:13]([OH:14])=[O:15].[OH2:22].[cH:16]1[cH:17][cH:18][n:19][cH:20][cH:21]1>>[CH:1]([c:3]1[cH:4][c:5]2[cH:6][cH:7][nH:8][c:9]2[cH:10][cH:11]1)=[O:14].